Dataset: the Open Reaction Database (ORD), a public repository of structured organic reaction records. Task: describe an organic reaction: reactants, conditions, products, and yield The reactants are OCCOCCNC(OC(C)(C)C)=O (tert-butyl [2-(2-hydroxyethoxy)ethyl]carbamate), N1=CC=CC=C1 (pyridine), C(OCC)(=O)Cl (ethyl chlorocarbonate). Run in C(C)(=O)OCC (Ethyl acetate), C(C)(=O)OCC (ethyl acetate). Reaction conditions: time 96 hour. Product: C(OCCOCCNC(=O)OC(C)(C)C)(OCC)=O (2-[2-[(tert-butoxycarbonyl)amino]ethoxy]ethyl ethyl carbonate). Isolated yield 127.9%. RXN SMILES: [OH:1][CH2:2][CH2:3][O:4][CH2:5][CH2:6][NH:7][C:8](=[O:14])[O:9][C:10]([CH3:13])([CH3:12])[CH3:11].N1C=CC=CC=1.[C:21](Cl)(=[O:25])[O:22][CH2:23][CH3:24]>C(OCC)(=O)C>[C:21](=[O:25])([O:22][CH2:23][CH3:24])[O:1][CH2:2][CH2:3][O:4][CH2:5][CH2:6][NH:7][C:8]([O:9][C:10]([CH3:11])([CH3:13])[CH3:12])=[O:14]. Procedure: To a mixture of tert-butyl [2-(2-hydroxyethoxy)ethyl]carbamate (53.93 g) obtained above and ethyl acetate (350 mL) were added pyridine (53.78 mL) and ethyl chlorocarbonate (70.57 g) under ice-cooling, and the mixture was stirred at room temperature for 96 hrs. Ethyl acetate (500 mL) was added to the reaction mixture, and the mixture was washed with water (500 mL), an aqueous copper sulfate solution (200 mL), water (300 mL) and saturated brine (300 mL) and dried over anhydrous sodium sulfate. Con... Reactants: O=C([O-])[O-], C=CCBr, CC(C)=O, [K+], [K+], Cc1cc(O)c(C(=O)CCc2ccc3occc3c2)c(OC2OC(CO)C(O)C(O)C2O)c1. Yields the product C=CCOc1cc(C)cc(OC2OC(CO)C(O)C(O)C2O)c1C(=O)CCc1ccc2occc2c1. As a reaction SMILES: [C:34](=[O:35])([O-:36])[O-:37].[CH2:40]([CH:41]=[CH2:42])[Br:43].[CH3:44][C:45](=[O:46])[CH3:47].[K+:38].[K+:39].[o:1]1[c:2]2[c:3]([cH:4][cH:5]1)[cH:6][c:7]([CH2:10][CH2:11][C:12](=[O:13])[c:14]1[c:15]([O:22][CH:23]3[CH:24]([OH:25])[CH:26]([OH:27])[CH:28]([OH:29])[CH:30]([CH2:32][OH:33])[O:31]3)[cH:16][c:17]([CH3:21])[cH:18][c:19]1[OH:20])[cH:8][cH:9]2>>[o:1]1[c:2]2[c:3]([cH:4][cH:5]1)[cH:6][c:7]([CH2:10][CH2:11][C:12](=[O:13])[c:14]1[c:15]([O:22][CH:23]3[CH:24]([OH:25])[CH:26]([OH:27])[CH:28]([OH:29])[CH:30]([CH2:32][OH:33])[O:31]3)[cH:16][c:17]([CH3:21])[cH:18][c:19]1[O:20][CH2:42][CH:41]=[CH2:40])[cH:8][cH:9]2. Starting materials: COC(CCC1=CC(=CC=C1)CNCC1=CC=C(C=C1)N1N=CC=C1)=O (3-{3-[(4-Pyrazol-1-yl-benzylamino)-methyl]-phenyl}-propionic acid methyl ester), C1(=CC=CC=C1)S(=O)(=O)Cl (benzenesulfonyl chloride). Solvent: C(C)N(CC)CC (triethylamine). The product is COC(CCC1=CC(=CC=C1)CN(CC1=CC=C(C=C1)N1N=CC=C1)S(=O)(=O)C1=CC=CC=C1)=O (3-(3-{[Benzenesulfonyl-(4-pyrazol-1-yl-benzyl)-amino]-methyl}-phenyl)-propionic acid methyl ester). As a reaction SMILES: [CH3:1][O:2][C:3](=[O:26])[CH2:4][CH2:5][C:6]1[CH:11]=[CH:10][CH:9]=[C:8]([CH2:12][NH:13][CH2:14][C:15]2[CH:20]=[CH:19][C:18]([N:21]3[CH:25]=[CH:24][CH:23]=[N:22]3)=[CH:17][CH:16]=2)[CH:7]=1.[C:27]1([S:33](Cl)(=[O:35])=[O:34])[CH:32]=[CH:31][CH:30]=[CH:29][CH:28]=1>C(N(CC)CC)C>[CH3:1][O:2][C:3](=[O:26])[CH2:4][CH2:5][C:6]1[CH:11]=[CH:10][CH:9]=[C:8]([CH2:12][N:13]([S:33]([C:27]2[CH:32]=[CH:31][CH:30]=[CH:29][CH:28]=2)(=[O:35])=[O:34])[CH2:14][C:15]2[CH:20]=[CH:19][C:18]([N:21]3[CH:25]=[CH:24][CH:23]=[N:22]3)=[CH:17][CH:16]=2)[CH:7]=1. Reported procedure: The title compound of Step B was prepared from 3-{3-[(4-pyrazol-1-yl-benzylamino)-methyl]-phenyl}-propionic acid methyl ester of Step A and benzenesulfonyl chloride following the method described in Example 1, Step B using triethylamine in place of N,N-diisopropylethylamine. 1H NMR (400 MHz, CDCl3) δ 7.87 (d, 2H), 7.84 (s, 1H), 7.64-7.53 (m, 3H), 7.20 (m, 5H), 7.11 (m, 1H), 7.02 (d, 1H), 6.84 (d, 1H), 6.78 (d, 1H), 4.33 (s, 2H), 4.31 (s, 2H), 3.65 (s, 3H), 2.78 (t, 2H), 2.47 (t, 2H); MS 490 (M+1... Reactants: product A6, CN(CCCN1CCNCC1)C (1-(3-dimethylaminopropyl)piperazine), Cl.COC1=CC=C(C=2CC(OC21)(C)C)C2=NN(C([C@@H]1CC=CC[C@H]21)=O)C2=CC=C(C=C2)C(=O)N2CCN(CC2)C\C=C\C2=CC=CC=C2 ((4aS,8aR)-4-(7-methoxy-2,2-dimethyl-2,3-dihydro-benzofuran-4-yl)-2-(4-{1-[4-((E)-3-phenyl-allyl)-piperazin-1-yl]-methanoyl}-phenyl)-4a,5,8,8a-tetrahydro-2H-phthalazin-1-one hydrochloride). The product is Cl.Cl.COC=1C=C(C=CC1OC)C1=NN(C([C@@H]2CC=CC[C@H]12)=O)C1=CC=C(C=C1)C(=O)N1CCN(CC1)CCCN(C)C ((4aS,8aR)-4-(3,4-Dimethoxyphenyl)-2-(4-{1-[4-(3-dimethylamino-propyl)-piperazin-1-yl]-methanoyl}-phenyl)-4a,5,8,8a-tetrahydro-2H-phthalazin-1-one dihydrochloride). RXN SMILES: [CH3:1][N:2]([CH3:12])[CH2:3][CH2:4][CH2:5][N:6]1[CH2:11][CH2:10][NH:9][CH2:8][CH2:7]1.[ClH:13].[CH3:14][O:15][C:16]1[C:24]2[O:23][C:22](C)(C)C[C:20]=2[C:19]([C:27]2[C@@H:36]3[C@@H:31]([CH2:32][CH:33]=[CH:34][CH2:35]3)[C:30](=[O:37])[N:29]([C:38]3[CH:43]=[CH:42][C:41]([C:44](N4CCN(C/C=C/C5C=CC=CC=5)CC4)=[O:45])=[CH:40][CH:39]=3)[N:28]=2)=[CH:18][CH:17]=1>>[ClH:13].[ClH:13].[CH3:22][O:23][C:24]1[CH:20]=[C:19]([C:27]2[C@@H:36]3[C@@H:31]([CH2:32][CH:33]=[CH:34][CH2:35]3)[C:30](=[O:37])[N:29]([C:38]3[CH:39]=[CH:40][C:41]([C:44]([N:9]4[CH2:8][CH2:7][N:6]([CH2:5][CH2:4][CH2:3][N:2]([CH3:1])[CH3:12])[CH2:11][CH2:10]4)=[O:45])=[CH:42][CH:43]=3)[N:28]=2)[CH:18]=[CH:17][C:16]=1[O:15][CH3:14] |f:1.2,3.4.5|. Procedure: Prepared from intermediate product A6 and 1-(3-dimethylaminopropyl)piperazine as described for compound 8. M.p. 223–226° C. Starting materials: CO, COC(=O)C(C)c1ccc(-c2ccccc2[N+](=O)[O-])c(F)c1, [Na+], [OH-]. Yields the product CC(C(=O)O)c1ccc(-c2ccccc2[N+](=O)[O-])c(F)c1. Reaction SMILES: [CH3:25][OH:26].[F:1][c:2]1[c:3](-[c:14]2[c:15]([N+:20](=[O:21])[O-:22])[cH:16][cH:17][cH:18][cH:19]2)[cH:4][cH:5][c:6]([CH:8]([C:9](=[O:10])[O:11][CH3:12])[CH3:13])[cH:7]1.[Na+:24].[OH-:23]>>[F:1][c:2]1[c:3](-[c:14]2[c:15]([N+:20](=[O:21])[O-:22])[cH:16][cH:17][cH:18][cH:19]2)[cH:4][cH:5][c:6]([CH:8]([C:9](=[O:10])[OH:11])[CH3:13])[cH:7]1. Reaction SMILES: [B-:27]([F:28])([F:29])([F:30])[F:31].[CH3:1][c:2]1[c:3](-[c:8]2[c:9]([C:13](=[O:14])[OH:15])[cH:10][n:11][o:12]2)[cH:4][cH:5][cH:6][cH:7]1.[CH3:58][N:59]([CH3:60])[CH:61]=[O:62].[CH:49]([N:50]([CH:51]([CH3:52])[CH3:53])[CH2:54][CH3:55])([CH3:56])[CH3:57].[c:16]1([CH:22]2[CH2:23][NH:24][CH2:25][CH2:26]2)[cH:17][cH:18][cH:19][cH:20][cH:21]1.[n:32]1([O:33][C:34]([N:35]([CH3:36])[CH3:37])=[N+:38]([CH3:39])[CH3:40])[c:41]2[cH:42][cH:43][cH:44][cH:45][c:46]2[n:47][n:48]1>>[CH3:1][c:2]1[c:3](-[c:8]2[c:9]([C:13](=[O:15])[N:24]3[CH2:23][CH:22]([c:16]4[cH:17][cH:18][cH:19][cH:20][cH:21]4)[CH2:26][CH2:25]3)[cH:10][n:11][o:12]2)[cH:4][cH:5][cH:6][cH:7]1. The product is Cc1ccccc1-c1oncc1C(=O)N1CCC(c2ccccc2)C1. Starting materials: F[B-](F)(F)F, Cc1ccccc1-c1oncc1C(=O)O, CN(C)C=O, CCN(C(C)C)C(C)C, c1ccc(C2CCNC2)cc1, CN(C)C(On1nnc2ccccc21)=[N+](C)C. Procedure: A solution of [(2-amino-5-bromo-pyridin-3-ylmethyl)-(4-methoxy-benzyl)amino]acetic acid ethyl ester (13.0 g, 31.9 mmol) in DMSO (200 mL) was treated with NaH (60% dispersion in mineral oil, 1.30 g, 32.5 mmol). After stirring at room temperature overnight, the mixture was diluted with H2O (500 mL) and a precipitate formed. The solid was isolated by filtration, washed with H2O, and dried under vacuum at 50° C. for 6.5 h to give the title compound (7.16 g, 62%) as a tan powder: MS (ESI) m/e 362 (M+... Reactants: C(C)OC(CN(CC1=CC=C(C=C1)OC)CC=1C(=NC=C(C1)Br)N)=O ([(2-amino-5-bromo-pyridin-3-ylmethyl)-(4-methoxy-benzyl)amino]acetic acid ethyl ester), [H-].[Na+] (NaH). RXN SMILES: C([O:3][C:4](=O)[CH2:5][N:6]([CH2:16][C:17]1[C:18]([NH2:24])=[N:19][CH:20]=[C:21]([Br:23])[CH:22]=1)[CH2:7][C:8]1[CH:13]=[CH:12][C:11]([O:14][CH3:15])=[CH:10][CH:9]=1)C.[H-].[Na+]>CS(C)=O.O>[Br:23][C:21]1[CH:20]=[N:19][C:18]2[NH:24][C:4](=[O:3])[CH2:5][N:6]([CH2:7][C:8]3[CH:13]=[CH:12][C:11]([O:14][CH3:15])=[CH:10][CH:9]=3)[CH2:16][C:17]=2[CH:22]=1 |f:1.2|. Reaction conditions: time 8 hour. Run in O (H2O), CS(=O)C (DMSO). The product is BrC1=CC2=C(NC(CN(C2)CC2=CC=C(C=C2)OC)=O)N=C1 (7-Bromo-4-(4-methoxy-benzyl)-1,3,4,5-tetrahydro-pyrido[2,3-e][1,4]diazepin-2-one). The yield is 62.0%.